The task is: describe an organic reaction: reactants, conditions, products, and yield. This data is from the Open Reaction Database (ORD), a public repository of structured organic reaction records. Yield: 185.0%. Solvent: CO (methanol). Procedure: A mixture of methyl [[6-(3,4,5-triphenyl-lH-pyrazol-1-yl)hexyl]sulfinyl]acetate (1.06 g, 2.1 mmol), 3 N sodium hydroxide solution (2.1 mL, 6.3 mmol) and methanol (50 mL) was heated at reflux for 10 minutes. The methanol was evaporated, the residue acidified to pH=5 with IN HCl and extracted with dichloromethane (3x). The combined extracts were washed with saturated sodium chloride solution, dried over sodium sulfate and concentrated to afford [[6-(3,4,5-triphenyl-lH-pyrazol-1-yl)hexyl]sulfinyl]a... Yields the product O.C1(=CC=CC=C1)C1=NN(C(=C1C1=CC=CC=C1)C1=CC=CC=C1)CCCCCCS(=O)CC(=O)O ([[6-(3,4,5-triphenyl-lH-pyrazol-1-yl)hexyl]sulfinyl]acetic acid hydrate). As a reaction SMILES: [C:1]1([C:7]2[C:11]([C:12]3[CH:17]=[CH:16][CH:15]=[CH:14][CH:13]=3)=[C:10]([C:18]3[CH:23]=[CH:22][CH:21]=[CH:20][CH:19]=3)[N:9]([CH2:24][CH2:25][CH2:26][CH2:27][CH2:28][CH2:29][S:30]([CH2:32][C:33]([O:35]C)=[O:34])=[O:31])[N:8]=2)[CH:6]=[CH:5][CH:4]=[CH:3][CH:2]=1.[OH-].[Na+]>CO>[OH2:31].[C:1]1([C:7]2[C:11]([C:12]3[CH:17]=[CH:16][CH:15]=[CH:14][CH:13]=3)=[C:10]([C:18]3[CH:19]=[CH:20][CH:21]=[CH:22][CH:23]=3)[N:9]([CH2:24][CH2:25][CH2:26][CH2:27][CH2:28][CH2:29][S:30]([CH2:32][C:33]([OH:35])=[O:34])=[O:31])[N:8]=2)[CH:2]=[CH:3][CH:4]=[CH:5][CH:6]=1 |f:1.2,4.5|. Starting materials: C1(=CC=CC=C1)C1=NN(C(=C1C1=CC=CC=C1)C1=CC=CC=C1)CCCCCCS(=O)CC(=O)OC (methyl [[6-(3,4,5-triphenyl-lH-pyrazol-1-yl)hexyl]sulfinyl]acetate), [OH-].[Na+] (sodium hydroxide). Reactants: OCCNC1=C(C#N)C=CC=C1[N+](=O)[O-] (2-[(2-hydroxyethyl)amino]-3-nitrobenzonitrile), BrC1=CC=CC2=C1N(C=N2)CCO (2-(7-bromo-1H-benzimidazol-1-yl)ethanol). Yields the product OCCN1C=NC2=C1C(=CC=C2)C#N (1-(2-Hydroxyethyl)-1H-benzimidazole-7-carbonitrile). RXN SMILES: [OH:1][CH2:2][CH2:3][NH:4][C:5]1[C:12]([N+:13]([O-])=O)=[CH:11][CH:10]=[CH:9][C:6]=1[C:7]#[N:8].Br[C:17]1C2N(CCO)C=NC=2C=CC=1>>[OH:1][CH2:2][CH2:3][N:4]1[C:5]2[C:6]([C:7]#[N:8])=[CH:9][CH:10]=[CH:11][C:12]=2[N:13]=[CH:17]1. Reported procedure: 1-(2-Hydroxyethyl)-1H-benzimidazole-7-carbonitrile was prepared in two steps starting from 2-[(2-hydroxyethyl)amino]-3-nitrobenzonitrile (0.99 g) according to the procedure described for the synthesis of 2-(7-bromo-1H-benzimidazol-1-yl)ethanol. Yield 0.49 g (55 %). MS (ESI) m/z 188.1 [M+H]. 1H NMR (400 MHz, DMSO-D6) δ ppm: 3.81 (q, J=5.1 Hz, 2H), 4.53 (t, J=5.3 Hz, 2H), 5.03 (t, J=5.1 Hz, 1H) 7.36 (t, J=7.8 Hz, 1H), 7.76 (dd, J=7.6, 1.0 Hz, 1H), 8.04 (dd, J=8.1, 1.0 Hz, 1H), 8.37 (s, 1H).